describe an organic reaction: reactants, conditions, products, and yield From a dataset of the Open Reaction Database (ORD), a public repository of structured organic reaction records. Reactants: C(C1=CC=CC=C1)(=O)NC1=C2N=CN(C2=NC=N1)[C@H]1[C@H](O)[C@@H]([C@H](O1)C(=O)O)NC([C@@H](NC(=O)OCC1=CC=CC=C1)CC1=CC=C(C=C1)OC)=O (1-(6-benzoylamino-9H-purin-9-yl)-3-(N-benzyloxycarbonyl-O-methyl-L-tyrosylamino)-1,3-dideoxy-β-D-ribofuranuronic acid). The solvent is CO (methanol), C(CCC)N (n-butylamine). The product is NC1=C2N=CN(C2=NC=N1)[C@H]1[C@H](O)[C@@H]([C@H](O1)C(=O)O)NC([C@@H](NC(=O)OCC1=CC=CC=C1)CC1=CC=C(C=C1)OC)=O (1-(6-amino-9H-purin-9-yl)-3-(N-benzyloxycarbonyl-O-methyl-L-tyrosylamino)-1,3-dideoxy-β-D-ribofuranuronic acid). The yield is 78.4%. RXN SMILES: C([NH:9][C:10]1[N:18]=[CH:17][N:16]=[C:15]2[C:11]=1[N:12]=[CH:13][N:14]2[C@@H:19]1[O:24][C@H:23]([C:25]([OH:27])=[O:26])[C@@H:22]([NH:28][C:29](=[O:51])[C@H:30]([CH2:42][C:43]2[CH:48]=[CH:47][C:46]([O:49][CH3:50])=[CH:45][CH:44]=2)[NH:31][C:32]([O:34][CH2:35][C:36]2[CH:41]=[CH:40][CH:39]=[CH:38][CH:37]=2)=[O:33])[C@H:20]1[OH:21])(=O)C1C=CC=CC=1>CO.C(N)CCC>[NH2:9][C:10]1[N:18]=[CH:17][N:16]=[C:15]2[C:11]=1[N:12]=[CH:13][N:14]2[C@@H:19]1[O:24][C@H:23]([C:25]([OH:27])=[O:26])[C@@H:22]([NH:28][C:29](=[O:51])[C@H:30]([CH2:42][C:43]2[CH:44]=[CH:45][C:46]([O:49][CH3:50])=[CH:47][CH:48]=2)[NH:31][C:32]([O:34][CH2:35][C:36]2[CH:41]=[CH:40][CH:39]=[CH:38][CH:37]=2)=[O:33])[C@H:20]1[OH:21]. Reported procedure: A suspension of 1-(6-benzoylamino-9H-purin-9-yl)-3-(N-benzyloxycarbonyl-O-methyl-L-tyrosylamino)-1,3-dideoxy-β-D-ribofuranuronic acid (300 mg) prepared in Example 2 in a mixture of methanol (20 ml) and n-butylamine (10 ml) was boiled under reflux for 1 hour. The mixture was evaporated under reduced pressure. The residue was subjected to column chromatography on silica gel and eluted with a mixture of chloroform and methanol (7:3). The fractions containing the object compound were combined and th...